This data is from the Open Reaction Database (ORD), a public repository of structured organic reaction records. The task is: describe an organic reaction: reactants, conditions, products, and yield Reactants: aldehyde, O=CC(O)CS (racemic 3-thioglyceraldehyde), O=CC(O)CS (racemic 3-thioglyceraldehyde), 2-deoxy-5-thio-1,3,4-tri-O-acetyl-D-erythro-pentose, ( 400U ), O=CC(O)CS (racemic 3-thioglyceraldehyde), O=CC(O)CS (racemic 3-thioglyceraldehyde), aldehyde, N(CCO)(CCO)CCO (triethanolamine), C(CN(CC(=O)O)CC(=O)O)N(CC(=O)O)CC(=O)O (EDTA). Solvent: solution. Conditions: temperature 0 celsius, time 2 day. The product is O=CC[C@H](O)[C@H](O)CS (2-Deoxy-5-thio-D-erythro-pentose). The yield is 33.0%. Reaction SMILES: [O:1]=[CH:2][CH:3]([CH2:5][SH:6])[OH:4].N(CCO)(CCO)[CH2:8][CH2:9][OH:10].C(N(CC(O)=O)CC(O)=O)CN(CC(O)=O)CC(O)=O>>[O:10]=[CH:9][CH2:8][C@@H:2]([C@@H:3]([CH2:5][SH:6])[OH:4])[OH:1]. Procedure: The acceptor aldehyde, 3-thioglyceraldehyde (Compound 3), was prepared by the method of Effenberger. [Effenberger Tetrahedron Lett., 33:5157 (1992)]. DERA (400U) was added to a 10 mL solution containing the acceptor aldehyde (100 mM Compound 3) and donor aldehyde (300 mM acetaldehyde), triethanolamine buffer (100 mM, pH 7.3) and EDTA (1 mM). This reaction is shown in Scheme 1. The resulting solution was stirred in the dark for 2 days under a N2 atmosphere. The reaction was quenched by addition o... Yields the product FC(F)(F)Oc1ccc2c(c1)nc(C=Cc1ccccc1)n2-c1ccccn1. Reactants: Nc1ccc(OC(F)(F)F)cc1[N+](=O)[O-], FC(F)(F)c1ccc2c(c1)nc(C=Cc1ccccc1)n2-c1ccccn1. RXN SMILES: [N+:1]([c:2]1[cH:3][c:4]([O:11][C:12]([F:13])([F:14])[F:15])[cH:5][cH:6][c:7]1[NH2:8])([O-:9])=[O:10].[n:16]1[c:17](-[n:22]2[c:23]([CH:35]=[CH:36][c:37]3[cH:38][cH:39][cH:40][cH:41][cH:42]3)[n:24][c:25]3[c:26]2[cH:27][cH:28][c:29]([C:31]([F:32])([F:33])[F:34])[cH:30]3)[cH:18][cH:19][cH:20][cH:21]1>>[O:11]([C:12]([F:13])([F:14])[F:15])[c:29]1[cH:28][cH:27][c:26]2[n:22](-[c:17]3[n:16][cH:21][cH:20][cH:19][cH:18]3)[c:23]([CH:35]=[CH:36][c:37]3[cH:38][cH:39][cH:40][cH:41][cH:42]3)[n:24][c:25]2[cH:30]1. The reactants are NC1=NC(=C(C(=N1)S(=O)C)C#N)C=1OC(=CC1)C (2-amino-4-methanesulfinyl-6-(5-methyl-furan-2-yl)-pyrimidine-5-carbonitrile), C(C1=CC=CC=C1)N (benzylamine). Solvent: COCCOC (DME). The product is NC1=NC(=C(C(=N1)NCC1=CC=CC=C1)C#N)C=1OC(=CC1)C (2-Amino-4-benzylamino-6-(5-methyl-furan-2-yl)-pyrimidine-5-carbonitrile). Reaction SMILES: [NH2:1][C:2]1[N:7]=[C:6](S(C)=O)[C:5]([C:11]#[N:12])=[C:4]([C:13]2[O:14][C:15]([CH3:18])=[CH:16][CH:17]=2)[N:3]=1.[CH2:19]([NH2:26])[C:20]1[CH:25]=[CH:24][CH:23]=[CH:22][CH:21]=1>COCCOC>[NH2:1][C:2]1[N:7]=[C:6]([NH:26][CH2:19][C:20]2[CH:25]=[CH:24][CH:23]=[CH:22][CH:21]=2)[C:5]([C:11]#[N:12])=[C:4]([C:13]2[O:14][C:15]([CH3:18])=[CH:16][CH:17]=2)[N:3]=1. Procedure details: From 2-amino-4-methanesulfinyl-6-(5-methyl-furan-2-yl)-pyrimidine-5-carbonitrile and benzylamine in DME. ES-MS m/e (%): 306 (M+H+, 100). Starting materials: ClC(C(=O)OC)(CCCCCCCCCC(O)C1=CC=C(C=C1)Cl)Cl (Methyl 2,2-dichloro-12-(4-chlorophenyl)-12-hydroxydodecanoate), O.C1(=CC=C(C=C1)S(=O)(=O)O)C (p-toluenesulfonic acid monohydrate). Run in C1(=CC=CC=C1)C (toluene). Conditions: temperature 80 celsius, time 4 hour. Yields the product ClC(C(=O)OC)(CCCCCCCCC=CC1=CC=C(C=C1)Cl)Cl (methyl 2,2-dichloro-12-(4-chlorophenyl)-11-dodecenoate). Isolated yield 97.6%. As a reaction SMILES: [Cl:1][C:2]([Cl:25])([CH2:7][CH2:8][CH2:9][CH2:10][CH2:11][CH2:12][CH2:13][CH2:14][CH2:15][CH:16]([C:18]1[CH:23]=[CH:22][C:21]([Cl:24])=[CH:20][CH:19]=1)O)[C:3]([O:5][CH3:6])=[O:4].O.C1(C)C=CC(S(O)(=O)=O)=CC=1>C1(C)C=CC=CC=1>[Cl:25][C:2]([Cl:1])([CH2:7][CH2:8][CH2:9][CH2:10][CH2:11][CH2:12][CH2:13][CH2:14][CH:15]=[CH:16][C:18]1[CH:19]=[CH:20][C:21]([Cl:24])=[CH:22][CH:23]=1)[C:3]([O:5][CH3:6])=[O:4] |f:1.2|. Reported procedure: Methyl 2,2-dichloro-12-(4-chlorophenyl)-12-hydroxydodecanoate (8.89 g, 21.91 mmol) was dissolved in 300 ml of toluene. The solution was added with p-toluenesulfonic acid monohydrate (1.67 g, 8.78 mmol), and stirred at 80° C. for 4 hours. The reaction mixture was washed with 200 mL of water and 10 ml of aqueous saturated sodium hydrogencarbonate. The aqueous layer was further extracted with 100 mL of ethyl acetate. The organic layers were combined, washed with saturated brine, and dried over anhy... Starting materials: OCCCCCC1=NOC(=C1)C (3-(5-hydroxypentyl)-5-methylisoxazole), CC1=CC(=NO1)CCCBr (5-Methyl-3-(3-bromopropyl)isoxazole), BrBr (bromine), C1(=CC=CC=C1)P(C1=CC=CC=C1)C1=CC=CC=C1 (triphenylphosphine). The product is BrCCCCCC1=NOC(=C1)C (3-(5-Bromopentyl)-5-methylisoxazole). Isolated yield 77.0%. As a reaction SMILES: O[CH2:2][CH2:3][CH2:4][CH2:5][CH2:6][C:7]1[CH:11]=[C:10]([CH3:12])[O:9][N:8]=1.BrBr.C1(P(C2C=CC=CC=2)C2C=CC=CC=2)C=CC=CC=1.CC1ON=C(CCC[Br:43])C=1>>[Br:43][CH2:2][CH2:3][CH2:4][CH2:5][CH2:6][C:7]1[CH:11]=[C:10]([CH3:12])[O:9][N:8]=1. Procedure: 3-(5-Bromopentyl)-5-methylisoxazole [XXVII; R9 =CH3, Hal=Br] was prepared by reacting 3-(5-hydroxypentyl)-5-methylisoxazole with bromine and triphenylphosphine according to the procedure of part (f) above, and was obtained in 77% yield as an oil, b.p. 140°-150° C. (0.05 mm).